Dataset: the Open Reaction Database (ORD), a public repository of structured organic reaction records. Task: describe an organic reaction: reactants, conditions, products, and yield Starting materials: CC(C)(C)OC(=O)NCC#Cc1nc(NC(CO)Cc2ccccc2)c2ncn(C3CC(NC(=O)CO)C(O)C3O)c2n1, CO, Cl. Yields the product NCC#Cc1nc(NC(CO)Cc2ccccc2)c2ncn(C3CC(NC(=O)CO)C(O)C3O)c2n1. As a reaction SMILES: [C:1]([O:2][C:3](=[O:4])[NH:7][CH2:8][C:9]#[C:10][c:11]1[n:12][c:13]([NH:32][CH:33]([CH2:34][c:35]2[cH:36][cH:37][cH:38][cH:39][cH:40]2)[CH2:41][OH:42])[c:14]2[n:15][cH:16][n:17]([CH:20]3[CH:21]([OH:31])[CH:22]([OH:30])[CH:23]([NH:25][C:26]([CH2:27][OH:28])=[O:29])[CH2:24]3)[c:18]2[n:19]1)([CH3:5])([CH3:6])[CH3:43].[CH3:45][OH:46].[ClH:44]>>[NH2:7][CH2:8][C:9]#[C:10][c:11]1[n:12][c:13]([NH:32][CH:33]([CH2:34][c:35]2[cH:36][cH:37][cH:38][cH:39][cH:40]2)[CH2:41][OH:42])[c:14]2[n:15][cH:16][n:17]([CH:20]3[CH:21]([OH:31])[CH:22]([OH:30])[CH:23]([NH:25][C:26]([CH2:27][OH:28])=[O:29])[CH2:24]3)[c:18]2[n:19]1.